From a dataset of the Open Reaction Database (ORD), a public repository of structured organic reaction records. describe an organic reaction: reactants, conditions, products, and yield Reactants: C(C)(C)(C)C1=CC=C(CNCCC2=CC(=CC=C2)OCC)C=C1 ((4-tert-butyl-benzyl)-[2-(3-ethoxy-phenyl)-ethyl]-amine), N1C=CC2=CC=CC(=C12)C(=O)O (1H-indole-7-carboxylic acid), CN(C)C(=[N+](C)C)ON1C2=C(C=CC=C2)N=N1.[B-](F)(F)(F)F (TBTU), C(C)(C)N(C(C)C)CC (N,N-diisopropylethyl amine). The product is C(C)(C)(C)C1=CC=C(CN(C(=O)C=2C=CC=C3C=CNC23)CCC2=CC(=CC=C2)OCC)C=C1 (1H-Indole-7-carboxylic acid (4-tert-butyl-benzyl)-[2-(3-ethoxy-phenyl)-ethyl]-amide). The yield is 32.7%. Procedure details: To a solution of 120 mg (0.74 mmol) of 1H-indole-7-carboxylic acid and 240 mg of TBTU (0.74 mmol) in 8 ml DMF, were added 0.64 ml (3.72 mmol) of N,N-diisopropylethyl amine. After stirring for 5 min at rt, 309 mg (0.94 mmol) of (4-tert-butyl-benzyl)-[2-(3-ethoxy-phenyl)-ethyl]-amine were added. After stirring for 4 h at rt, the reaction mixture was diluted with 80 ml water and extracted with EtOAc (2×). The combined organic phases were washed with brine, dried with magnesium sulfate, filtered and... Conditions: time 5 minute. Run in CN(C)C=O (DMF), O (water). As a reaction SMILES: [NH:1]1[C:9]2[C:4](=[CH:5][CH:6]=[CH:7][C:8]=2[C:10]([OH:12])=O)[CH:3]=[CH:2]1.CN(C(ON1N=NC2C=CC=CC1=2)=[N+](C)C)C.[B-](F)(F)(F)F.C(N(CC)C(C)C)(C)C.[C:44]([C:48]1[CH:66]=[CH:65][C:51]([CH2:52][NH:53][CH2:54][CH2:55][C:56]2[CH:61]=[CH:60][CH:59]=[C:58]([O:62][CH2:63][CH3:64])[CH:57]=2)=[CH:50][CH:49]=1)([CH3:47])([CH3:46])[CH3:45]>CN(C=O)C.O>[C:44]([C:48]1[CH:66]=[CH:65][C:51]([CH2:52][N:53]([CH2:54][CH2:55][C:56]2[CH:61]=[CH:60][CH:59]=[C:58]([O:62][CH2:63][CH3:64])[CH:57]=2)[C:10]([C:8]2[CH:7]=[CH:6][CH:5]=[C:4]3[C:9]=2[NH:1][CH:2]=[CH:3]3)=[O:12])=[CH:50][CH:49]=1)([CH3:46])([CH3:45])[CH3:47] |f:1.2|. Starting materials: Clc1ccc2scc(CBr)c2c1, N#Cc1ccccc1N1CCNCC1. Product: N#Cc1ccccc1N1CCN(Cc2csc3ccc(Cl)cc23)CC1. Reaction SMILES: [Br:1][CH2:2][c:3]1[cH:4][s:5][c:6]2[c:7]1[cH:8][c:9]([Cl:12])[cH:10][cH:11]2.[N:13]1([c:19]2[c:20]([C:21]#[N:22])[cH:23][cH:24][cH:25][cH:26]2)[CH2:14][CH2:15][NH:16][CH2:17][CH2:18]1>>[CH2:2]([c:3]1[cH:4][s:5][c:6]2[c:7]1[cH:8][c:9]([Cl:12])[cH:10][cH:11]2)[N:16]1[CH2:15][CH2:14][N:13]([c:19]2[c:20]([C:21]#[N:22])[cH:23][cH:24][cH:25][cH:26]2)[CH2:18][CH2:17]1. The reactants are FC1=C(C=CC(=C1)F)[C@]1(OC1)[C@H](C)O ((1S)-1-[(2R)-2-(2,4-difluorophenyl)-2-oxiranyl]ethanol), FC1=CC=C(C=C1)N1N=NNC1=O (1-(4-fluorophenyl)-5(1H,4H)-tetrazolone), FC1=C(C=CC(=C1)F)[C@]1([C@@H](C)N2N=NN(C2=O)C2=CC=C(C=C2)F)CO1 (1-[(1R,2S)-2-(2,4-difluorophenyl)-2,3-epoxy-1-methylpropyl]-4-(4-fluorophenyl)-5(1H,4H)-tetrazolone). The product is FC1=C(C=CC(=C1)F)[C@]1(OC1)[C@@H](C)OC1=NN=NN1C1=CC=C(C=C1)F ((2R)-2-(2,4-difluorophenyl)-2-[(1R)-1-[1-(4-fluorophenyl)-1H-tetrazol-5-yloxy]ethyl]oxirane). Yield: 9.9%. RXN SMILES: [F:1][C:2]1[CH:7]=[C:6]([F:8])[CH:5]=[CH:4][C:3]=1[C@:9]1([C@@H:12]([OH:14])[CH3:13])[CH2:11][O:10]1.[F:15][C:16]1[CH:21]=[CH:20][C:19]([N:22]2[C:26](=O)[NH:25][N:24]=[N:23]2)=[CH:18][CH:17]=1.FC1C=C(F)C=CC=1[C@]1(OC1)[C@H](N1C(=O)N(C2C=CC(F)=CC=2)N=N1)C>>[F:1][C:2]1[CH:7]=[C:6]([F:8])[CH:5]=[CH:4][C:3]=1[C@:9]1([C@H:12]([O:14][C:26]2[N:22]([C:19]3[CH:18]=[CH:17][C:16]([F:15])=[CH:21][CH:20]=3)[N:23]=[N:24][N:25]=2)[CH3:13])[CH2:11][O:10]1. Procedure details: In the same manner as in Reference Example 5, starting from 1.43 g of (1S)-1-[(2R)-2-(2,4-difluorophenyl)-2-oxiranyl]ethanol and 1.03 g of 1-(4-fluorophenyl)-5(1H,4H)-tetrazolone, 1-[(1R,2S)-2-(2,4-difluorophenyl)-2,3-epoxy-1-methylpropyl]-4-(4-fluorophenyl)-5(1H,4H)-tetrazolone (1.22 g) and 205 mg of (2R)-2-(2,4-difluorophenyl)-2-[(1R)-1-[1-(4-fluorophenyl)-1H-tetrazol-5-yloxy]ethyl]oxirane were obtained. The reactants are CC(C)(C)[O-], CN(C)C=O, ClCc1ccc(Cl)c(Cl)c1, [K+], CCOC(=O)c1nc[nH]c1C(=O)OCC. Yields the product CCOC(=O)c1ncn(Cc2ccc(Cl)c(Cl)c2)c1C(=O)OCC. Reaction SMILES: [CH3:1][C:2]([CH3:3])([O-:4])[CH3:5].[CH3:32][N:33]([CH3:34])[CH:35]=[O:36].[Cl:22][c:23]1[cH:24][c:25]([CH2:26][Cl:27])[cH:28][cH:29][c:30]1[Cl:31].[K+:6].[nH:7]1[cH:8][n:9][c:10]([C:17](=[O:18])[O:19][CH2:20][CH3:21])[c:11]1[C:12](=[O:13])[O:14][CH2:15][CH3:16]>>[n:7]1([CH2:26][c:25]2[cH:24][c:23]([Cl:22])[c:30]([Cl:31])[cH:29][cH:28]2)[cH:8][n:9][c:10]([C:17](=[O:18])[O:19][CH2:20][CH3:21])[c:11]1[C:12](=[O:13])[O:14][CH2:15][CH3:16]. Starting materials: CC(=O)O, CSc1nc(-c2cccnc2)sc1[N+](=O)[O-], CCOC(C)=O, [H][H]. Product: CSc1nc(-c2cccnc2)sc1N. As a reaction SMILES: [CH3:17][C:18](=[O:19])[OH:20].[CH3:1][S:2][c:3]1[n:4][c:5](-[c:11]2[cH:12][n:13][cH:14][cH:15][cH:16]2)[s:6][c:7]1[N+:8]([O-:9])=[O:10].[CH3:23][CH2:24][O:25][C:26](=[O:27])[CH3:28].[H:21][H:22]>>[CH3:1][S:2][c:3]1[n:4][c:5](-[c:11]2[cH:12][n:13][cH:14][cH:15][cH:16]2)[s:6][c:7]1[NH2:8]. Reaction conditions: time 48 hour. RXN SMILES: [CH2:1]([O:3][P:4]([CH:9]([O:20][CH3:21])[C:10]1[CH:15]=[CH:14][CH:13]=[C:12]([O:16]C(=O)C)[CH:11]=1)(=[O:8])[O:5][CH2:6][CH3:7])[CH3:2].O.C(=O)(O)[O-].[Na+]>CO>[CH2:6]([O:5][P:4]([CH:9]([O:20][CH3:21])[C:10]1[CH:15]=[CH:14][CH:13]=[C:12]([OH:16])[CH:11]=1)(=[O:8])[O:3][CH2:1][CH3:2])[CH3:7] |f:2.3|. Reactants: product, O (Water), C([O-])(O)=O.[Na+] (sodium bicarbonate), C(C)OP(OCC)(=O)C(C1=CC(=CC=C1)OC(C)=O)OC (Diethyl-1-methoxy-1-(3-acetoxyphenyl)methanephosphonate). Solvent: CO (methanol). Procedure: Diethyl-1-methoxy-1-(3-acetoxyphenyl)methanephosphonate from Example 8 (10.29 g., 32.56 mmol) was dissolved in methanol (35 ml). Water (5 ml), and sodium bicarbonate (5 g, 60 mmol) were then added with stirring. After 48 hours at room temperature, the reaction mixture was concentrated in vacuo to remove methanol. The residue was treated with 150 ml dichloromethane and washed with water (2×50 ml). The organic layer was rotory evaporated and pumped at high vacuum to yield 8.21 g. (93%) of the prod... Yields the product C(C)OP(OCC)(=O)C(C1=CC(=CC=C1)O)OC (Diethyl-1-methoxy-1-(3-hydroxyphenyl)methanephosphonate). Reactants: COC(CC1=CC2=CC=C(C=C2C(=C1C)OCC1=CC=CC=C1)F)=O ((4-benzyloxy-6-fluoro-3-methyl-naphthalen-2-yl)-acetic acid methyl ester). The reagents and catalysts are [Pd] (palladium on carbon). The solvent is CO (methanol). Reaction conditions: time 8 hour. The product is COC(CC1=CC2=CC=C(C=C2C(=C1C)O)F)=O ((6-fluoro-4-hydroxy-3-methyl-naphthalen-2-yl)-acetic acid methyl ester). Yield: 98.3%. As a reaction SMILES: [CH3:1][O:2][C:3](=[O:25])[CH2:4][C:5]1[C:14]([CH3:15])=[C:13]([O:16]CC2C=CC=CC=2)[C:12]2[C:7](=[CH:8][CH:9]=[C:10]([F:24])[CH:11]=2)[CH:6]=1>CO.[Pd]>[CH3:1][O:2][C:3](=[O:25])[CH2:4][C:5]1[C:14]([CH3:15])=[C:13]([OH:16])[C:12]2[C:7](=[CH:8][CH:9]=[C:10]([F:24])[CH:11]=2)[CH:6]=1. Procedure details: To a solution of (4-benzyloxy-6-fluoro-3-methyl-naphthalen-2-yl)-acetic acid methyl ester (3.4 g, 10.0 mmol) in methanol (50 mL) was added 10% palladium on carbon (0.5 g). The resulting mixture was vigorously stirred under a hydrogen (balloon) atmosphere overnight. The filtrate was concentrated in vacuo to give (6-fluoro-4-hydroxy-3-methyl-naphthalen-2-yl)-acetic acid methyl ester (2.44 g, 98%) as a white solid. 1H NMR (400 MHz, CDCl3) δ ppm 7.69-7.74 (m, 2H), 7.34 (s, 1H), 7.21 (td, J=2.4, 8.4 ... Reactants: FC(CN=C(NC1=NC(=NC=C1)SCCN1C(C=2C(C1=O)=CC=CC2)=O)N)(F)F (4-[2-(2,2,2-trifluoroethyl)guanidino]-2-(2-phthalimidoethylthio)pyrimidine), O.NN (hydrazine hydrate). Run in C(C)O (ethanol). The product is FC(CN=C(NC1=NC(=NC=C1)SCCN)N)(F)F (4-[2-(2,2,2-trifluoroethyl)guanidino]-2-(2-aminoethylthio)pyrimidine). Yield: 60.1%. Reaction SMILES: [F:1][C:2]([F:29])([F:28])[CH2:3][N:4]=[C:5]([NH2:27])[NH:6][C:7]1[CH:12]=[CH:11][N:10]=[C:9]([S:13][CH2:14][CH2:15][N:16]2C(=O)C3=CC=CC=C3C2=O)[N:8]=1.O.NN>C(O)C>[F:29][C:2]([F:1])([F:28])[CH2:3][N:4]=[C:5]([NH2:27])[NH:6][C:7]1[CH:12]=[CH:11][N:10]=[C:9]([S:13][CH2:14][CH2:15][NH2:16])[N:8]=1 |f:1.2|. Reported procedure: A mixture of 4-[2-(2,2,2-trifluoroethyl)guanidino]-2-(2-phthalimidoethylthio)pyrimidine (0.6 g.) ethanol (20 ml.) and 99% hydrazine hydrate (0.5 ml.) was heated under reflux for 1 hour and then evaporated to dryness. The residue was stirred with N hydrochloric acid and the mixture filtered. The filtrate was basified with 17N NaOH and the mixture extracted three times with ether. The combined ether extracts were dried and then evaporated to dryness to give 4-[2-(2,2,2-trifluoroethyl)guanidino]-2-... Reactants: FC(C=1C=C(C=C(C1)C(F)(F)F)C1CN(C(O1)=O)CC1=C(C=CC(=C1)C(F)(F)F)I)(F)F (5-[3,5-bis(trifluoromethyl)phenyl]-3-[2-iodo-5-(trifluoromethyl)benzyl]-1,3-oxazolidin-2-one), C(=O)C=1C=CC(=C(C1)B(O)O)OC (5-formyl-2-methoxyphenyl boronic acid), C([O-])([O-])=O.[Na+].[Na+] (sodium carbonate). The reagents and catalysts are C=1C=CC(=CC1)[P](C=2C=CC=CC2)(C=3C=CC=CC3)[Pd]([P](C=4C=CC=CC4)(C=5C=CC=CC5)C=6C=CC=CC6)([P](C=7C=CC=CC7)(C=8C=CC=CC8)C=9C=CC=CC9)[P](C=1C=CC=CC1)(C=1C=CC=CC1)C=1C=CC=CC1 (tetrakis(triphenylphosphine)palladium). Solvent: C1=CC=CC=C1.C(C)O.O (benzene ethanol water), CCOC(=O)C (EtOAc). The product is FC(C=1C=C(C=C(C1)C(F)(F)F)C1CN(C(O1)=O)CC1=C(C=CC(=C1)C(F)(F)F)C1=CC(=CC=C1OC)C=O)(F)F (2′-({5-[3,5-bis(trifluoromethyl)phenyl]-2-oxo-1,3-oxazolidin-3-yl}methyl)-6-methoxy-4′-(trifluoromethyl)biphenyl-3-carbaldehyde). Reaction SMILES: [F:1][C:2]([F:32])([F:31])[C:3]1[CH:4]=[C:5]([CH:13]2[O:17][C:16](=[O:18])[N:15]([CH2:19][C:20]3[CH:25]=[C:24]([C:26]([F:29])([F:28])[F:27])[CH:23]=[CH:22][C:21]=3I)[CH2:14]2)[CH:6]=[C:7]([C:9]([F:12])([F:11])[F:10])[CH:8]=1.[CH:33]([C:35]1[CH:36]=[CH:37][C:38]([O:44][CH3:45])=[C:39](B(O)O)[CH:40]=1)=[O:34].C(=O)([O-])[O-].[Na+].[Na+]>C1C=CC=CC=1.C(O)C.O.CCOC(C)=O.C1C=CC([P]([Pd]([P](C2C=CC=CC=2)(C2C=CC=CC=2)C2C=CC=CC=2)([P](C2C=CC=CC=2)(C2C=CC=CC=2)C2C=CC=CC=2)[P](C2C=CC=CC=2)(C2C=CC=CC=2)C2C=CC=CC=2)(C2C=CC=CC=2)C2C=CC=CC=2)=CC=1>[F:1][C:2]([F:32])([F:31])[C:3]1[CH:4]=[C:5]([CH:13]2[O:17][C:16](=[O:18])[N:15]([CH2:19][C:20]3[CH:25]=[C:24]([C:26]([F:29])([F:28])[F:27])[CH:23]=[CH:22][C:21]=3[C:37]3[C:38]([O:44][CH3:45])=[CH:39][CH:40]=[C:35]([CH:33]=[O:34])[CH:36]=3)[CH2:14]2)[CH:6]=[C:7]([C:9]([F:12])([F:11])[F:10])[CH:8]=1 |f:2.3.4,5.6.7,^1:71,73,92,111|. Procedure details: A mixture of 5-[3,5-bis(trifluoromethyl)phenyl]-3-[2-iodo-5-(trifluoromethyl)benzyl]-1,3-oxazolidin-2-one (Example 66, 50 mg; 0.0858 mmol), 5-formyl-2-methoxyphenyl boronic acid (46 mg; 0.257 mmol), tetrakis(triphenylphosphine)palladium (0) (12 mg; 0.0103 mmol), and sodium carbonate (74 mg) in benzene/ethanol/water (2.8/0.4/1.2 mL) was heated at reflux for 60 h. The reaction was diluted with EtOAc (30 mL) and washed successively with H2O (10 mL) and brine (10 mL), dried over MgSO4, filtered, and... The reactants are BrCc1ccc(I)cc1, [K+], [K+], O=C([O-])[O-], CN(C)C=O, O, c1c[nH]cn1. Product: Ic1ccc(Cn2ccnc2)cc1. RXN SMILES: [I:12][c:13]1[cH:14][cH:15][c:16]([CH2:17][Br:18])[cH:19][cH:20]1.[K+:6].[K+:7].[O-:8][C:9]([O-:10])=[O:11].[O:22]=[CH:23][N:24]([CH3:25])[CH3:26].[OH2:21].[nH:1]1[cH:2][n:3][cH:4][cH:5]1>>[n:1]1([CH2:17][c:16]2[cH:15][cH:14][c:13]([I:12])[cH:20][cH:19]2)[cH:2][n:3][cH:4][cH:5]1.